From a dataset of the Open Reaction Database (ORD), a public repository of structured organic reaction records. describe an organic reaction: reactants, conditions, products, and yield The reactants are COC(=O)C(C)(C)NC(=O)c1ccccc1OCC1CO1, Cc1ccccc1, CO, Fc1ccc(OC2CCNCC2)cc1F. Yields the product COC(=O)C(C)(C)NC(=O)c1ccccc1OCC(O)CN1CCC(Oc2ccc(F)c(F)c2)CC1. As a reaction SMILES: [CH3:16][C:17]([C:18](=[O:19])[O:20][CH3:21])([CH3:22])[NH:23][C:24]([c:25]1[c:26]([O:31][CH2:32][CH:33]2[O:34][CH2:35]2)[cH:27][cH:28][cH:29][cH:30]1)=[O:36].[CH3:37][c:38]1[cH:39][cH:40][cH:41][cH:42][cH:43]1.[CH3:44][OH:45].[F:1][c:2]1[cH:3][c:4]([O:5][CH:6]2[CH2:7][CH2:8][NH:9][CH2:10][CH2:11]2)[cH:12][cH:13][c:14]1[F:15]>>[F:1][c:2]1[cH:3][c:4]([O:5][CH:6]2[CH2:7][CH2:8][N:9]([CH2:35][CH:33]([CH2:32][O:31][c:26]3[c:25]([C:24]([NH:23][C:17]([CH3:16])([C:18](=[O:19])[O:20][CH3:21])[CH3:22])=[O:36])[cH:30][cH:29][cH:28][cH:27]3)[OH:34])[CH2:10][CH2:11]2)[cH:12][cH:13][c:14]1[F:15].